From a dataset of the Open Reaction Database (ORD), a public repository of structured organic reaction records. describe an organic reaction: reactants, conditions, products, and yield Starting materials: ClC1=C(C=CC(=C1)C(F)(F)F)C1=CN(C2=CC(=CC=C12)S(=O)(=O)N(C1=NC=NS1)CC1=C(C=C(C=C1)OC)OC)C (3-(2-chloro-4-(trifluoromethyl)phenyl)-N-(2,4-dimethoxybenzyl)-1-methyl-N-(1,2,4-thiadiazol-5-yl)-1H-indole-6-sulfonamide), C(=O)(C(F)(F)F)O (TFA). Solvent: C(Cl)Cl (DCM). Reaction conditions: time 15 minute. Product: ClC1=C(C=CC(=C1)C(F)(F)F)C1=CN(C2=CC(=CC=C12)S(=O)(=O)NC1=NC=NS1)C (3-(2-chloro-4-(trifluoromethyl)phenyl)-1-methyl-N-(1,2,4-thiadiazol-5-yl)-1H-indole-6-sulfonamide). The yield is 105.7%. RXN SMILES: [Cl:1][C:2]1[CH:7]=[C:6]([C:8]([F:11])([F:10])[F:9])[CH:5]=[CH:4][C:3]=1[C:12]1[C:20]2[C:15](=[CH:16][C:17]([S:21]([N:24](CC3C=CC(OC)=CC=3OC)[C:25]3[S:29][N:28]=[CH:27][N:26]=3)(=[O:23])=[O:22])=[CH:18][CH:19]=2)[N:14]([CH3:41])[CH:13]=1.C(O)(C(F)(F)F)=O>C(Cl)Cl>[Cl:1][C:2]1[CH:7]=[C:6]([C:8]([F:10])([F:9])[F:11])[CH:5]=[CH:4][C:3]=1[C:12]1[C:20]2[C:15](=[CH:16][C:17]([S:21]([NH:24][C:25]3[S:29][N:28]=[CH:27][N:26]=3)(=[O:23])=[O:22])=[CH:18][CH:19]=2)[N:14]([CH3:41])[CH:13]=1. Reported procedure: 3-(2-chloro-4-(trifluoromethyl)phenyl)-N-(2,4-dimethoxybenzyl)-1-methyl-N-(1,2,4-thiadiazol-5-yl)-1H-indole-6-sulfonamide (0.020 g, 0.032 mmol) was dissolved in 0.5 mL of DCM, and TFA (0.5 ml, 6.49 mmol) was added. The reaction was stirred for 15 minutes. The reaction was concentrated, dissolved in acetonitrile, and passed through a PEAX ion exchange column. The column was flushed several times with acetonitrile, then the product was liberated by flushing several times with an 1M HCl solution in...